This data is from the Open Reaction Database (ORD), a public repository of structured organic reaction records. The task is: describe an organic reaction: reactants, conditions, products, and yield Starting materials: FC1=NC=C(C=O)C=C1 (6-Fluoronicotinaldehyde), C(CO)O (ethylene glycol), C1(=CC=C(C=C1)S(=O)(=O)O)C (p-toluenesulfonic acid). Solvent: C1(=CC=CC=C1)C (toluene), O (water), CCOC(=O)C (EtOAc), C([O-])(O)=O.[Na+] (sodium bicarbonate). Reaction conditions: temperature 120 celsius, time 20 minute. Yields the product O1C(OCC1)C=1C=CC(=NC1)F (5-(1,3-dioxolan-2-yl)-2-fluoropyridine). Isolated yield 94.0%. Reaction SMILES: [F:1][C:2]1[CH:9]=[CH:8][C:5]([CH:6]=[O:7])=[CH:4][N:3]=1.[CH2:10](O)[CH2:11][OH:12].C1(C)C=CC(S(O)(=O)=O)=CC=1>C1(C)C=CC=CC=1.C(=O)(O)[O-].[Na+].O.CCOC(C)=O>[O:7]1[CH2:10][CH2:11][O:12][CH:6]1[C:5]1[CH:8]=[CH:9][C:2]([F:1])=[N:3][CH:4]=1 |f:4.5|. Procedure details: 6-Fluoronicotinaldehyde (Asymchem Laboratories, Inc., Morrisville, N.C., 3.035 g, 24.26 mmol) was suspended in toluene (80 mL) and ethylene glycol (1.40 mL, 25.1 mmol) and p-toluenesulfonic acid (Acros Organics, Geel, Belgium, 12% in acetic acid, 0.15 mL) was added. The flask was fitted with a reflux condenser and placed in a preheated oil bath (120° C.) and stirred under nitrogen for 20 minutes. At this time, the reflux condenser was replaced with a Dean-Stark trap, and stirring was continued a...